From a dataset of the Open Reaction Database (ORD), a public repository of structured organic reaction records. describe an organic reaction: reactants, conditions, products, and yield Starting materials: CCc1ccc([N+](=O)[O-])cc1NS(C)(=O)=O, CO, Cc1cc(Cl)c([N+](=O)[O-])cc1N, O=C(O)C(F)(F)F. Yields the product Cc1cc(Cl)c([N+](=O)[O-])cc1NS(C)(=O)=O. Reaction SMILES: [CH2:13]([c:14]1[cH:15][cH:16][c:17]([N+:18]([O-:19])=[O:20])[cH:21][c:22]1[NH:23][S:25](=[O:26])(=[O:27])[CH3:28])[CH3:24].[CH3:36][OH:37].[Cl:1][c:2]1[cH:3][c:4]([CH3:12])[c:5]([NH2:6])[cH:7][c:8]1[N+:9](=[O:10])[O-:11].[F:29][C:30]([F:31])([F:32])[C:33]([OH:34])=[O:35]>>[Cl:1][c:2]1[cH:3][c:4]([CH3:12])[c:5]([NH:6][S:25](=[O:26])(=[O:27])[CH3:28])[cH:7][c:8]1[N+:9](=[O:10])[O-:11]. Starting materials: COC(=O)c1cc(OC)cc2c1CC(C)O2, CCO, [Na+], [OH-], O. Product: COc1cc2c(c(C(=O)O)c1)CC(C)O2. RXN SMILES: [CH3:1][O:2][C:3](=[O:4])[c:5]1[cH:6][c:7]([O:15][CH3:16])[cH:8][c:9]2[c:10]1[CH2:11][CH:12]([CH3:14])[O:13]2.[CH3:20][CH2:21][OH:22].[Na+:18].[OH-:17].[OH2:19]>>[O:2]=[C:3]([OH:4])[c:5]1[cH:6][c:7]([O:15][CH3:16])[cH:8][c:9]2[c:10]1[CH2:11][CH:12]([CH3:14])[O:13]2. The reactants are CC(C)(C)C1=C(C(=CC=C1)C)O (2-(1,1-dimethylethyl)-6-methylphenol), C1N2CN3CN1CN(C2)C3 (hexamethylenetetramine), FC(C(=O)O)(F)F (trifluoroacetic acid). The product is CC(C)(C)C=1C=C(C=O)C=C(C1O)C (3-(1,1-dimethylethyl)-4-hydroxy-5-methylbenzaldehyde). RXN SMILES: [CH3:1][C:2]([C:5]1[CH:10]=[CH:9][CH:8]=[C:7]([CH3:11])[C:6]=1[OH:12])([CH3:4])[CH3:3].C1N2CN3CN(C2)CN1C3.FC(F)(F)[C:25](O)=[O:26]>>[CH3:4][C:2]([C:5]1[CH:10]=[C:9]([CH:8]=[C:7]([CH3:11])[C:6]=1[OH:12])[CH:25]=[O:26])([CH3:1])[CH3:3]. Procedure: Under a nitrogen atmosphere, 76.65 g of 2-(1,1-dimethylethyl)-6-methylphenol (Aldrich), 65.42 g of hexamethylenetetramine and 700 ml of trifluoroacetic acid were stirred at reflux temperature for about 24 hours, then allowed to cool and evaporated. The residue from the evaporation was taken up in 1500 ml of water and 1000 ml of chloroform and neutralized to pH 7 with solid sodium carbonate. The resultant layers were separated and the aqueous layer was washed with chloroform. The organic layer wa... Reactants: FC1=C(C(=CC=C1)F)C(C)=O (1-(2,6-difluorophenyl)ethanone), [Cl-].[Al+3].[Cl-].[Cl-] (aluminum chloride), O (water), BrBr (Bromine). Solvent: C(C)OCC (diethyl ether). Conditions: time 5 minute. Product: BrCC(=O)C1=C(C=CC=C1F)F (2-bromo-1-(2,6-difluorophenyl)ethanone). Isolated yield 100.0%. As a reaction SMILES: [F:1][C:2]1[CH:7]=[CH:6][CH:5]=[C:4]([F:8])[C:3]=1[C:9](=[O:11])[CH3:10].[Cl-].[Al+3].[Cl-].[Cl-].[Br:16]Br.O>C(OCC)C>[Br:16][CH2:10][C:9]([C:3]1[C:2]([F:1])=[CH:7][CH:6]=[CH:5][C:4]=1[F:8])=[O:11] |f:1.2.3.4|. Reported procedure: To a solution of 1-(2,6-difluorophenyl)ethanone (10.0 g) in diethyl ether (50 mL) was added anhydrous aluminum chloride (86 mg) and the mixture was stirred for 5 min. Bromine (3.3 mL) was added dropwise at 10-15° C. After stirring at room temperature for 2 hr, the mixture was poured into water, and the mixture was extracted with ethyl acetate. The obtained organic layer was washed with saturated brine, dried over anhydrous magnesium sulfate, concentrated under reduced pressure to give the title ... The reactants are C#CCBr, C[N+](C)(C)Cc1ccccc1, Cc1nc2cnc3ccccc3c2n1CCCO, [Cl-], ClCCl, [Na+], [OH-]. The product is C#CCOCCCn1c(C)nc2cnc3ccccc3c21. As a reaction SMILES: [CH2:21]([C:22]#[CH:23])[Br:24].[CH2:29]([N+:30]([CH3:31])([CH3:32])[CH3:33])[c:34]1[cH:35][cH:36][cH:37][cH:38][cH:39]1.[CH3:1][c:2]1[n:3]([CH2:15][CH2:16][CH2:17][OH:18])[c:4]2[c:5]([cH:6][n:7][c:8]3[cH:9][cH:10][cH:11][cH:12][c:13]23)[n:14]1.[Cl-:28].[Cl:25][CH2:26][Cl:27].[Na+:20].[OH-:19]>>[CH3:1][c:2]1[n:3]([CH2:15][CH2:16][CH2:17][O:18][CH2:23][C:22]#[CH:21])[c:4]2[c:5]([cH:6][n:7][c:8]3[cH:9][cH:10][cH:11][cH:12][c:13]23)[n:14]1. The reactants are ClC=1C=C(CCl)C=CC1Cl (3,4-dichlorobenzyl chloride), Br (HBr), C(C1=CC=CC=C1)OC1=C2N(C=3C(=NNC(C31)=O)C)CCN(C2=O)C (10-(benzyloxy)-4,8-dimethyl-7,8-dihydropyrazino[1′,2′:1,5]-pyrrolo[2,3-d]pyridazine-1,9(2H,6H)-dione), [H-].[Na+] (sodium hydride), resultant mixture. Solvent: C(C)(=O)O (acetic acid), CN(C)C=O (DMF). Run at time 8 hour. Yields the product ClC=1C=C(CN2N=C(C3=C(C2=O)C(=C2N3CCN(C2=O)C)O)C)C=CC1Cl (2-(3,4-Dichlorobenzyl)-10-hydroxy-4,8-dimethyl-7,8-dihydropyrazino-[1′,2′:1,5]-pyrrolo[2,3-d]pyridazine-1,9(2H,6H)-dione). RXN SMILES: C([O:8][C:9]1[C:17]2[C:16](=[O:18])[NH:15][N:14]=[C:13]([CH3:19])[C:12]=2[N:11]2[CH2:20][CH2:21][N:22]([CH3:25])[C:23](=[O:24])[C:10]=12)C1C=CC=CC=1.[H-].[Na+].[Cl:28][C:29]1[CH:30]=[C:31]([CH:34]=[CH:35][C:36]=1[Cl:37])[CH2:32]Cl.Br>CN(C=O)C.C(O)(=O)C>[Cl:28][C:29]1[CH:30]=[C:31]([CH:34]=[CH:35][C:36]=1[Cl:37])[CH2:32][N:15]1[C:16](=[O:18])[C:17]2[C:9]([OH:8])=[C:10]3[C:23](=[O:24])[N:22]([CH3:25])[CH2:21][CH2:20][N:11]3[C:12]=2[C:13]([CH3:19])=[N:14]1 |f:1.2|. Procedure details: A solution of 10-(benzyloxy)-4,8-dimethyl-7,8-dihydropyrazino[1′,2′:1,5]-pyrrolo[2,3-d]pyridazine-1,9(2H,6H)-dione (0.05 g, 0.15 mmol) in DMF (1 mL) was treated with sodium hydride (5 mg, 0.17 mmol). The resultant mixture was stirred at room temperature for 5 minutes. After bubbling ceased, 3,4-dichlorobenzyl chloride (0.02 mL, 0.16 mmol) was added and the reaction mixture was stirred at room temperature for overnight. The reaction was then treated with 33% HBr solution in acetic acid (2 mL) and... The reactants are BrC1=NN(C=C1C(=O)OCC)C1CCC1 (ethyl 3-bromo-1-cyclobutyl-1H-pyrazole-4-carboxylate), [H-].C(C(C)C)[Al+]CC(C)C (Diisobutylaluminum hydride). Solvent: O1CCCC1 (tetrahydrofuran), C(C)(=O)OCC (ethyl acetate), [C@@H]([C@H](C(=O)[O-])O)(C(=O)[O-])O.[Na+].[K+] (Rochelle's salt), C(C)(=O)OCC (ethyl acetate). Reaction conditions: temperature -78 celsius, time 1 hour. The product is BrC1=NN(C=C1CO)C1CCC1 ((3-bromo-1-cyclobutyl-1H-pyrazol-4-yl)methanol). Isolated yield 99.9%. RXN SMILES: [Br:1][C:2]1[C:6]([C:7](OCC)=[O:8])=[CH:5][N:4]([CH:12]2[CH2:15][CH2:14][CH2:13]2)[N:3]=1.[H-].C([Al+]CC(C)C)C(C)C>O1CCCC1.C(OCC)(=O)C.[C@H](O)(C([O-])=O)[C@@H](O)C([O-])=O.[Na+].[K+]>[Br:1][C:2]1[C:6]([CH2:7][OH:8])=[CH:5][N:4]([CH:12]2[CH2:13][CH2:14][CH2:15]2)[N:3]=1 |f:1.2,5.6.7|. Procedure: A solution of ethyl 3-bromo-1-cyclobutyl-1H-pyrazole-4-carboxylate (565 mg, 2.07 mmol) in tetrahydrofuran (10 mL) was cooled to −78° C. Diisobutylaluminum hydride (4.13 mL, 6.02 mmol, 1.5 M in toluene) was added slowly and the reaction was stirred at −78° C. for 1 hour. The reaction was then allowed to warm to room temperature and stir for an additional 2 hours. The reaction was diluted with ethyl acetate (20 mL) and saturated aqueous Rochelle's salt (20 mL). The mixture was stirred at room temp... The reactants are C(C(=O)Cl)(=O)Cl (oxalyl chloride), ClCCl (dichloromethane), C1(CCCCC1)N(C(N(C1CCCCC1)C1CCCCC1)=O)C1CCCCC1 (tetracyclohexylurea), N (ammonia), CO (methanol). Run in C1CCOC1 (THF), C1CCOC1 (THF). Product: C1(CCCCC1)N(C(=N)N(C1CCCCC1)C1CCCCC1)C1CCCCC1 (N,N,N′,N′-tetracyclohexylguanidine). As a reaction SMILES: C(Cl)(=O)C(Cl)=O.ClCCl.[CH:10]1([N:16]([CH:32]2[CH2:37][CH2:36][CH2:35][CH2:34][CH2:33]2)[C:17](=O)[N:18]([CH:25]2[CH2:30][CH2:29][CH2:28][CH2:27][CH2:26]2)[CH:19]2[CH2:24][CH2:23][CH2:22][CH2:21][CH2:20]2)[CH2:15][CH2:14][CH2:13][CH2:12][CH2:11]1.[NH3:38].CO>C1COCC1>[CH:10]1([N:16]([CH:32]2[CH2:37][CH2:36][CH2:35][CH2:34][CH2:33]2)[C:17]([N:18]([CH:25]2[CH2:30][CH2:29][CH2:28][CH2:27][CH2:26]2)[CH:19]2[CH2:24][CH2:23][CH2:22][CH2:21][CH2:20]2)=[NH:38])[CH2:15][CH2:14][CH2:13][CH2:12][CH2:11]1. Procedure details: A solution of dicyclohexylamine (3.9 mL, 19 mmol) and triethylamine (6 mL, 43 mmol) in THF (64 mL) was added dropwise to a stirred solution of triphosgene (1.99 g, 6.7 mmol) in THF (35 mL) at room temperature. The reaction mixture was stirred overnight. Then, a solution of dicyclohexylamine (3.9 mL, 18 mmol) and triethylamine (6 mL, 43 mmol) in THF (37 mL) was added. The reaction mixture was stirred overnight at reflux temperature. The reaction mixture was filtered and the filtrate was evaporate... Starting materials: C(C1=CC=CC=C1)(=O)C=1C=C(C2=CC(=CC=C2C1)SC)CCNC(C)=O (N-{2-[3-Benzoyl-7-(methylthio)-1-naphthyl]ethyl}acetamide), [H-].C(C)[SiH](CC)CC (triethylsilane hydride), FC(C(=O)O)(F)F (trifluoroacetic acid), [H-].C(C)[SiH](CC)CC (triethylsilane hydride). Yields the product C(C1=CC=CC=C1)C=1C=C(C2=CC(=CC=C2C1)SC)CCNC(C)=O (N-{2-[3-Benzyl-7-(methylthio)-1-naphthyl]ethyl}acetamide). RXN SMILES: [C:1]([C:9]1[CH:10]=[C:11]([CH2:21][CH2:22][NH:23][C:24](=[O:26])[CH3:25])[C:12]2[C:17]([CH:18]=1)=[CH:16][CH:15]=[C:14]([S:19][CH3:20])[CH:13]=2)(=O)[C:2]1[CH:7]=[CH:6][CH:5]=[CH:4][CH:3]=1.FC(F)(F)C(O)=O.[H-].C([SiH](CC)CC)C>>[CH2:1]([C:9]1[CH:10]=[C:11]([CH2:21][CH2:22][NH:23][C:24](=[O:26])[CH3:25])[C:12]2[C:17]([CH:18]=1)=[CH:16][CH:15]=[C:14]([S:19][CH3:20])[CH:13]=2)[C:2]1[CH:3]=[CH:4][CH:5]=[CH:6][CH:7]=1 |f:2.3|. Reported procedure: A solution of the product obtained in Example 6 (2.06 mmol) in trifluoroacetic acid (20.6 mmol) is brought to 0° C. and then triethylsilane hydride (6.18 mmol) is added dropwise. Stirring is carried out at ambient temperature for one week and a fourth equivalent of triethylsilane hydride is then added. The reaction mixture is stirred for 24 hours more and is then hydrolysed and extracted with ethyl acetate. The organic phase is washed with water, dried over magnesium sulphate and evaporated. The...